From a dataset of the Open Reaction Database (ORD), a public repository of structured organic reaction records. describe an organic reaction: reactants, conditions, products, and yield Reactants: ICC(=O)OCC (ethyl iodoacetate), BrC1=CC(=NN1)C(F)(F)F (5-bromo-3-(trifluoromethyl)-1H-pyrazole), BrC1=CC(=NN1)C(F)(F)F (5-bromo-3-(trifluoromethyl)-1H-pyrazole), C([O-])([O-])=O.[K+].[K+] (potassium carbonate). Run in CN(C=O)C (N,N-dimethylformamide), C(C)(=O)OCC (ethyl acetate). Conditions: temperature 95 celsius, time 3 hour. The product is BrC1=CC(=NN1CC(=O)OCC)C(F)(F)F (ethyl 5-bromo-3-(trifluoromethyl)-1H-pyrazole-1-acetate). As a reaction SMILES: [Br:1][C:2]1[NH:6][N:5]=[C:4]([C:7]([F:10])([F:9])[F:8])[CH:3]=1.C(=O)([O-])[O-].[K+].[K+].I[CH2:18][C:19]([O:21][CH2:22][CH3:23])=[O:20]>CN(C)C=O.C(OCC)(=O)C>[Br:1][C:2]1[N:6]([CH2:18][C:19]([O:21][CH2:22][CH3:23])=[O:20])[N:5]=[C:4]([C:7]([F:10])([F:9])[F:8])[CH:3]=1 |f:1.2.3|. Procedure: A suspension of 5-bromo-3-(trifluoromethyl)-1H-pyrazole (i.e. the product of Example 11, Step B) (2.73 g, 12.7 mmol) and potassium carbonate (2.0 g, 14.5 mmol) in N,N-dimethylformamide (20 mL) was treated with ethyl iodoacetate (3.0 ml, 25.3 mmol), and the resulting mixture was stirred at 95° C. for 3 h. The resulting mixture was diluted with ethyl acetate, washed with water, and dried (MgSO4). The reaction mixture was concentrated in vacuo and further purified by medium-pressure liquid chromato... Reactants: CCCCP(CCCC)CCCC, CC(Nc1nc(-c2ccccc2)cs1)c1ccc(CO)cc1, O=C(N=NC(=O)N1CCCCC1)N1CCCCC1, C1CCOC1, COC(=O)Cc1ccc(O)cc1. Yields the product COC(=O)Cc1ccc(OCc2ccc(C(C)Nc3nc(-c4ccccc4)cs3)cc2)cc1. As a reaction SMILES: [CH2:35]([P:36]([CH2:37][CH2:38][CH2:39][CH3:40])[CH2:41][CH2:42][CH2:43][CH3:44])[CH2:45][CH2:46][CH3:47].[CH3:1][CH:2]([c:3]1[cH:4][cH:5][c:6]([CH2:7][OH:8])[cH:9][cH:10]1)[NH:11][c:12]1[s:13][cH:14][c:15](-[c:17]2[cH:18][cH:19][cH:20][cH:21][cH:22]2)[n:16]1.[N:48]([C:49]([N:50]1[CH2:51][CH2:52][CH2:53][CH2:54][CH2:55]1)=[O:56])=[N:57][C:58]([N:59]1[CH2:60][CH2:61][CH2:62][CH2:63][CH2:64]1)=[O:65].[O:66]1[CH2:67][CH2:68][CH2:69][CH2:70]1.[OH:23][c:24]1[cH:25][cH:26][c:27]([CH2:30][C:31](=[O:32])[O:33][CH3:34])[cH:28][cH:29]1>>[CH3:1][CH:2]([c:3]1[cH:4][cH:5][c:6]([CH2:7][O:8][c:24]2[cH:25][cH:26][c:27]([CH2:30][C:31](=[O:32])[O:33][CH3:34])[cH:28][cH:29]2)[cH:9][cH:10]1)[NH:11][c:12]1[s:13][cH:14][c:15](-[c:17]2[cH:18][cH:19][cH:20][cH:21][cH:22]2)[n:16]1.